This data is from the Open Reaction Database (ORD), a public repository of structured organic reaction records. The task is: describe an organic reaction: reactants, conditions, products, and yield The reactants are CC(C)Cn1c(=O)[nH]c(=O)c2c(-c3ccncc3)n(Cc3cccc4ccccc34)nc21, C1CCC2=NCCCN2CC1, ClCc1ccncc1, Cl. Yields the product CC(C)Cn1c(=O)n(Cc2ccncc2)c(=O)c2c(-c3ccncc3)n(Cc3cccc4ccccc34)nc21. As a reaction SMILES: [CH2:1]([CH:2]([CH3:3])[CH3:4])[n:5]1[c:6](=[O:32])[nH:7][c:8](=[O:31])[c:9]2[c:10]1[n:11][n:12]([CH2:20][c:21]1[cH:22][cH:23][cH:24][c:25]3[cH:26][cH:27][cH:28][cH:29][c:30]13)[c:13]2-[c:14]1[cH:15][cH:16][n:17][cH:18][cH:19]1.[CH2:42]1[CH2:43][CH2:44][C:45]2=[N:50][CH2:49][CH2:48][CH2:47][N:46]2[CH2:51][CH2:52]1.[Cl:34][CH2:35][c:36]1[cH:37][cH:38][n:39][cH:40][cH:41]1.[ClH:33]>>[CH2:1]([CH:2]([CH3:3])[CH3:4])[n:5]1[c:6](=[O:32])[n:7]([CH2:35][c:36]2[cH:37][cH:38][n:39][cH:40][cH:41]2)[c:8](=[O:31])[c:9]2[c:10]1[n:11][n:12]([CH2:20][c:21]1[cH:22][cH:23][cH:24][c:25]3[cH:26][cH:27][cH:28][cH:29][c:30]13)[c:13]2-[c:14]1[cH:15][cH:16][n:17][cH:18][cH:19]1. Reactants: material, C(=O)(C(F)(F)F)O (TFA), C(C)N(CC)CC1=C(C=C(S1)C1=NC(=NO1)C1=CC=C(C=C1)CCN)C (2-{4-[5-(5-diethylaminomethyl-4-methyl-thiophen-2-yl)-[1,2,4]oxadiazol-3-yl]-phenyl}-ethylamine), C(C)(C)(C)OC(=O)N(C)CC(=O)O ((tert-butoxycarbonyl-methyl-amino)-acetic acid). Solvent: C(Cl)Cl (DCM), CC(OCC)=O (EA). Conditions: time 18 hour. Product: C(C)(C)(C)OC(N(C)CC(NCCC1=CC=C(C=C1)C1=NOC(=N1)C=1SC(=C(C1)C)CN(CC)CC)=O)=O ([(2-{4-[5-(5-Diethylaminomethyl-4-methyl-thiophen-2-yl)-[1,2,4]oxadiazol-3-yl]-phenyl}-ethylcarbamoyl)-methyl]-methyl-carbamic acid tert-butyl ester), C(C)N(CC)CC1=C(C=C(S1)C1=NC(=NO1)C1=CC=C(C=C1)CCNC(CNC)=O)C (N-(2-{4-[5-(5-Diethylaminomethyl-4-methyl-thiophen-2-yl)-[1,2,4]oxadiazol-3-yl]-phenyl}-ethyl)-2-methylamino-acetamide). The yield is 100.6%. Reaction SMILES: [CH2:1]([N:3]([CH2:6][C:7]1[S:11][C:10]([C:12]2[O:16][N:15]=[C:14]([C:17]3[CH:22]=[CH:21][C:20]([CH2:23][CH2:24][NH2:25])=[CH:19][CH:18]=3)[N:13]=2)=[CH:9][C:8]=1[CH3:26])[CH2:4][CH3:5])[CH3:2].[C:27]([O:31][C:32]([N:34]([CH2:36][C:37]([OH:39])=[O:38])[CH3:35])=[O:33])([CH3:30])([CH3:29])[CH3:28].C(O)(C(F)(F)F)=O>C(Cl)Cl.CC(=O)OCC>[C:27]([O:31][C:32](=[O:33])[N:34]([CH2:36][C:37](=[O:38])[NH:25][CH2:24][CH2:23][C:20]1[CH:19]=[CH:18][C:17]([C:14]2[N:13]=[C:12]([C:10]3[S:11][C:7]([CH2:6][N:3]([CH2:4][CH3:5])[CH2:1][CH3:2])=[C:8]([CH3:26])[CH:9]=3)[O:16][N:15]=2)=[CH:22][CH:21]=1)[CH3:35])([CH3:30])([CH3:28])[CH3:29].[CH2:1]([N:3]([CH2:6][C:7]1[S:11][C:10]([C:12]2[O:16][N:15]=[C:14]([C:17]3[CH:18]=[CH:19][C:20]([CH2:23][CH2:24][NH:25][C:37](=[O:39])[CH2:36][NH:34][CH3:35])=[CH:21][CH:22]=3)[N:13]=2)=[CH:9][C:8]=1[CH3:26])[CH2:4][CH3:5])[CH3:2]. Reported procedure: [(2-{4-[5-(5-Diethylaminomethyl-4-methyl-thiophen-2-yl)-[1,2,4]oxadiazol-3-yl]-phenyl}-ethylcarbamoyl)-methyl]-methyl-carbamic acid tert-butyl ester is prepared in analogy to Example 163 by coupling 2-{4-[5-(5-diethylaminomethyl-4-methyl-thiophen-2-yl)-[1,2,4]oxadiazol-3-yl]-phenyl}-ethylamine (20 mg, 54 μmol) with (tert-butoxycarbonyl-methyl-amino)-acetic acid (15 mg, 81 μmol); LC-MS: tR=0.84 min; [M+1]+=542.20; 1H NMR (CDCl3): δ1.16 (m, 6H), 1.44 (s, 9H), 2.27 (s, 3H), 2.88 (s, 3H), 2.90-2.99 ... Reactants: [H-].[Na+] (sodium hydride), C(C)(C)(C)OC(=O)N1[C@H](C=O)CCC1 (t-butoxycarbonyl-L-prolinal), [I-].C[S+](C)C (trimethylsulfonium iodide), ice water. Solvent: CS(=O)C (DMSO), C1CCOC1 (THF), C1CCOC1 (THF), CS(=O)C (DMSO). The product is C(C)(C)(C)OC(=O)N1[C@@H](CCC1)C1CO1 ((2S)-1-(t-butoxycarbonyl)-2-(1,2-epoxyethyl)pyrrolidine). Reaction SMILES: [H-].[Na+].[I-].[CH3:4][S+](C)C.[C:8]([O:12][C:13]([N:15]1[CH2:21][CH2:20][CH2:19][C@H:16]1[CH:17]=[O:18])=[O:14])([CH3:11])([CH3:10])[CH3:9]>CS(C)=O.C1COCC1>[C:8]([O:12][C:13]([N:15]1[CH2:21][CH2:20][CH2:19][C@H:16]1[CH:17]1[O:18][CH2:4]1)=[O:14])([CH3:11])([CH3:9])[CH3:10] |f:0.1,2.3|. Procedure details: DMSO (20 ml) was added to sodium hydride (60% NaH, 1.55 g), and the mixture was stirred at 70° C. for 1 hour. The reaction mixture was cooled to room temperature and THF (20 ml) was added. The mixture was cooled to -5° C. , and thereto was dropwise added trimethylsulfonium iodide (7.90 g) in DMSO (30 ml) over 3 minutes. After stirring for 1 minute, t-butoxycarbonyl-L-prolinal (5.13 g) in THF (15 ml) was added quickly, followed by stirring at room temperature for 1 hour. The reaction mixture was ... Reaction conditions: temperature 70 celsius, time 1 hour. Starting materials: C1CCC(CC1)C(=O)C1=C(C=CC=C1)C(C(=O)OCC)(C)C#N (2-(p-Cyclohexylcarbonyl)phenyl-2-cyanopropionic acid, ethyl ester), S(O)(O)(=O)=O (sulphuric acid), O (water), C(C)(=O)O (acetic acid), O (Water), CCOCC (ether). Yields the product C1(CCCCC1)C(=O)C1=CC=C(C(C(=O)O)C)C=C1 (p-(Cyclohexylcarbonyl)hydratropic acid). As a reaction SMILES: [CH2:1]1[CH2:6][CH2:5][CH:4]([C:7]([C:9]2[CH:14]=[CH:13][CH:12]=[CH:11][C:10]=2C(C#N)(C)C(OCC)=O)=[O:8])[CH2:3][CH2:2]1.S(=O)(=O)(O)O.O.[C:30]([OH:33])(=[O:32])[CH3:31].[CH3:34]COCC>>[CH:4]1([C:7]([C:9]2[CH:14]=[CH:13][C:12]([CH:31]([CH3:34])[C:30]([OH:33])=[O:32])=[CH:11][CH:10]=2)=[O:8])[CH2:5][CH2:6][CH2:1][CH2:2][CH2:3]1. Reported procedure: 2-(p-Cyclohexylcarbonyl)phenyl-2-cyanopropionic acid, ethyl ester (2.55 g, crude) was added to a mixture of concentrated sulphuric acid (5 ml), water (5 ml) and glacial acetic acid (17 ml) and the mixture was heated under reflux for 22 hours and cooled. Water (35 ml) was added and the mixture was shaken with ether (2× 50 ml). The ether solution was extracted with 2N sodium hydroxide (3× 50 ml) and the alkaline extract was acidified to pH2 with 5N hydrochloric acid. The acidic mixture was extract... Starting materials: C1(=CC=CC=C1)C(O)([C@H]1NCCC1)C1=CC=CC=C1 ((S)-(−)-α,α-diphenyl-2-pyrrolidinemethanol), COC(CC(CCC1=CC=CC=C1)=O)=O (3-Oxo-5-phenyl-pentanoic acid methyl ester). Run in C1CCOC1 (THF), C1CCOC1 (THF), C1CCOC1 (THF). Conditions: time 16 hour. Product: COC(CC(CCC1=CC=CC=C1)O)=O (3-Hydroxy-5-phenyl-pentanoic acid methyl ester). Yield: 50.3%. RXN SMILES: C1(C(C2C=CC=CC=2)([C@@H]2CCCN2)O)C=CC=CC=1.[CH3:20][O:21][C:22](=[O:34])[CH2:23][C:24](=[O:33])[CH2:25][CH2:26][C:27]1[CH:32]=[CH:31][CH:30]=[CH:29][CH:28]=1>C1COCC1>[CH3:20][O:21][C:22](=[O:34])[CH2:23][CH:24]([OH:33])[CH2:25][CH2:26][C:27]1[CH:32]=[CH:31][CH:30]=[CH:29][CH:28]=1. Reported procedure: To a stirred solution of (S)-(−)-α,α-diphenyl-2-pyrrolidinemethanol (770 mg, 3 mmol) in dry THF (100 mL) was added 2 M THF solution of borane-dimethylsulfide complex (11 mL, 22 mmol) at rt under N2. After being stirred at rt for 16 h, a solution of 3-Oxo-5-phenyl-pentanoic acid methyl ester (JACS, 1974, 1082-1087) (6.5 g, 31.5 mmol) in dry THF (20 mL) was added dropwise at rt over a period of 1 h. The resultant clear solution was stirred at rt for another 30 min and was then cooled to 0° C. in a... The reactants are C(CCC)OC1=CC=C2C=CC(=CC2=C1)O (7-n-butyloxy-2-naphthol). The reagents and catalysts are C1=C(C=CC2=CC=CC=C12)O (2-naphthol). The solvent is C(Cl)(Cl)(Cl)Cl (CCl4), C(Cl)(Cl)(Cl)Cl (CCl4). Conditions: time 10 minute. The product is C1=CC=C2C(=C1)C=CC(=C2C3=C(C=CC4=CC=CC=C43)O)O ((R)-BINOL). Isolated yield 99.0%. RXN SMILES: C(O[C:6]1[CH:15]=[C:14]2[C:9]([CH:10]=[CH:11][C:12]([OH:16])=[CH:13]2)=[CH:8][CH:7]=1)CCC>C1C2C(=CC=CC=2)C=CC=1O.C(Cl)(Cl)(Cl)Cl>[CH:7]1[CH:8]=[C:9]2[CH:10]=[CH:11][C:12]([OH:16])=[C:13]([C:13]3[C:14]4[C:9](=[CH:8][CH:7]=[CH:6][CH:15]=4)[CH:10]=[CH:11][C:12]=3[OH:16])[C:14]2=[CH:15][CH:6]=1. Procedure: A reaction flask described in example 9 was charged with a solution of catalyst 1c (12.2 mg, 0.02 mmol) in anhydrous CCl4 (1 mL). The solution was stirred for 10 min under an oxygen atmosphere and then treated with a solution of 7-n-butyloxy-2-naphthol (43 mg, 0.2 mmol) in anhydrous CCl4 (1 mL) under 0° C. The reaction mixture was stirred at 0° C. until the reaction was complete (monitored by TLC). The crude mixture was concentrated under reduced pressure, and purified by column chromatography (...